From a dataset of the Open Reaction Database (ORD), a public repository of structured organic reaction records. describe an organic reaction: reactants, conditions, products, and yield Product: C(#N)C1=CC=C2C(=CC(OC2=C1)=O)CC(=O)NC1=C(C=C(C=C1)F)F (2-(7-cyano-2-oxo-2H-chromen-4-yl)-N-(2,4-difluoro-phenyl)-acetamide). The solvent is C1CCOC1 (THF), C1CCOC1 (THF). Reaction SMILES: [CH3:1][C:2]1[C:11]2[C:6](=[CH:7][C:8]([C:12]#[N:13])=[CH:9][CH:10]=2)[O:5][C:4](=[O:14])[CH:3]=1.[Li+].C[Si]([N-][Si](C)(C)C)(C)C.[F:25][C:26]1[CH:31]=[C:30]([F:32])[CH:29]=[CH:28][C:27]=1[N:33]=[C:34]=[O:35]>C1COCC1>[C:12]([C:8]1[CH:7]=[C:6]2[C:11]([C:2]([CH2:1][C:34]([NH:33][C:27]3[CH:28]=[CH:29][C:30]([F:32])=[CH:31][C:26]=3[F:25])=[O:35])=[CH:3][C:4](=[O:14])[O:5]2)=[CH:10][CH:9]=1)#[N:13] |f:1.2|. Reaction conditions: time 1 hour. Reported procedure: To a solution of 4-methyl-2-oxo-2H-chromene-7-carbonitrile (671 mg, 3. 62 mmol) in dry THF (30 mL) at −20° C. was added drop wise 1.0 M LiHMDS solution in THF (5.4 mL). After 30 minutes 2,4-difluoro-1-isocyanato-benzene (224 mg) was added into the reaction mixture and the reaction mixture was then stirred for 1 hour. The reaction mixture was quenched with saturated aqueous ammonium chloride (25 mL) and extracted with ethyl acetate (50 mL). The organic layer was separated and dried over sodium su... Starting materials: FC1=C(C=CC(=C1)F)N=C=O (2,4-difluoro-1-isocyanato-benzene), CC1=CC(OC2=CC(=CC=C12)C#N)=O (4-methyl-2-oxo-2H-chromene-7-carbonitrile), [Li+].C[Si](C)(C)[N-][Si](C)(C)C (LiHMDS). The reactants are COC=1C=C2CCCC(C2=CC1)=O (6-methoxy-1-tetralone), C([O-])([O-])=O.[K+].[K+] (potassium carbonate), Cl.NO (hydroxylamine.hydrochloride). The solvent is CO (methanol), O (water). Product: COC=1C=C2CCCC(C2=CC1)=NO (6-Methoxy-1-tetralone oxime). Yield: 47.0%. Reaction SMILES: [CH3:1][O:2][C:3]1[CH:4]=[C:5]2[C:10](=[CH:11][CH:12]=1)[C:9](=O)[CH2:8][CH2:7][CH2:6]2.C(=O)([O-])[O-].[K+].[K+].Cl.[NH2:21][OH:22]>CO.O>[CH3:1][O:2][C:3]1[CH:4]=[C:5]2[C:10](=[CH:11][CH:12]=1)[C:9](=[N:21][OH:22])[CH2:8][CH2:7][CH2:6]2 |f:1.2.3,4.5|. Procedure details: A solution of 6-methoxy-1-tetralone (40 g, 227 mmol), potassium carbonate (64 g, 462 mmol) and hydroxylamine.hydrochloride (63.2 g, 909 mmol) in methanol (500 mL) and water (56 mL) was refluxed for 2.5 hours. The potassium carbonate was filtered off, poured into ice (300 g) and water was added to total 1.5 L. The precipitate was collected to give 34.79 g (80%) of crude product, which recrystallized in methanol to give 20.4 g (47%) of a white solid. The reactants are CCO, CCOC(C)=O, O=C(CBr)c1ccc(F)cc1, O, COc1cccc(S)c1. Product: COc1cccc(SCC(=O)c2ccc(F)cc2)c1. Reaction SMILES: [CH3:21][CH2:22][OH:23].[CH3:25][CH2:26][O:27][C:28]([CH3:29])=[O:30].[F:10][c:11]1[cH:12][cH:13][c:14]([C:15]([CH2:16][Br:17])=[O:18])[cH:19][cH:20]1.[OH2:24].[SH:1][c:2]1[cH:3][c:4]([O:8][CH3:9])[cH:5][cH:6][cH:7]1>>[S:1]([c:2]1[cH:3][c:4]([O:8][CH3:9])[cH:5][cH:6][cH:7]1)[CH2:16][C:15]([c:14]1[cH:13][cH:12][c:11]([F:10])[cH:20][cH:19]1)=[O:18]. The reactants are O (water), [H-].[Na+] (Sodium hydride), COC(=O)C=1NC2=CC(=CC=C2C1)CC=1NC=CN1 (6-(1-imidazolylmethyl)indole-2-carboxylic acid methyl ester), C(C1=CC=CC=C1)Br (Benzyl bromide). Solvent: CN(C=O)C (N,N-dimethylformamide). Conditions: time 1 hour. Yields the product COC(=O)C=1N(C2=CC(=CC=C2C1)CC=1NC=CN1)CC1=CC=CC=C1 (1-benzyl-6-(1-imidazolylmethyl)indole-2-carboxylic acid methyl ester). As a reaction SMILES: [H-].[Na+].[CH3:3][O:4][C:5]([C:7]1[NH:8][C:9]2[C:14]([CH:15]=1)=[CH:13][CH:12]=[C:11]([CH2:16][C:17]1[NH:18][CH:19]=[CH:20][N:21]=1)[CH:10]=2)=[O:6].[CH2:22](Br)[C:23]1[CH:28]=[CH:27][CH:26]=[CH:25][CH:24]=1.O>CN(C)C=O>[CH3:3][O:4][C:5]([C:7]1[N:8]([CH2:22][C:23]2[CH:28]=[CH:27][CH:26]=[CH:25][CH:24]=2)[C:9]2[C:14]([CH:15]=1)=[CH:13][CH:12]=[C:11]([CH2:16][C:17]1[NH:21][CH:20]=[CH:19][N:18]=1)[CH:10]=2)=[O:6] |f:0.1|. Reported procedure: Sodium hydride (0.17 g. of 50% dispersion in mineral oil) was added portionwise to a stirred solution of 6-(1-imidazolylmethyl)indole-2-carboxylic acid methyl ester (0.90 g.) in dry N,N-dimethylformamide (50 ml.) and the mixture was stirred at room temperature for 1 hour. Benzyl bromide (0.61 g.) was added and the resulting mixture was stirred for 2 hours and then poured into water. The mixture was extracted several times with ethyl acetate and the combined extracts were washed well with water a... The reactants are ClC=1C=2N(C=C(C1)C(=O)OC(C)(C)C)C(=NN2)C2=NC=CC=C2 (tert-butyl 8-chloro-3-pyridin-2-yl[1,2,4]triazolo[4,3-a]pyridine-6-carboxylate), FC1=CC=C(C=C1)B(O)O ((4-fluorophenyl)boronic acid), C1(CCCCC1)P(C1=C(C=CC=C1)C1=C(C=C(C=C1C(C)C)C(C)C)C(C)C)C1CCCCC1 (2-dicyclohexylphosphino-2′,4′,6′-triisopropylbiphenyl), [O-]P(=O)([O-])[O-].[K+].[K+].[K+] (potassium phosphate tribasic). Reagents/catalysts: C(C)(=O)[O-].[Pd+2].C(C)(=O)[O-] (palladium(II) acetate). Solvent: C1(=CC=CC=C1)C (toluene). Conditions: temperature 110 celsius, time 2 hour. Product: FC1=CC=C(C=C1)C=1C=2N(C=C(C1)C(=O)OC(C)(C)C)C(=NN2)C2=NC=CC=C2 (tert-butyl 8-(4-fluorophenyl)-3-pyridin-2-yl[1,2,4]triazolo[4,3-a]pyridine-6-carboxylate). Isolated yield 89.9%. Reaction SMILES: Cl[C:2]1[C:3]2[N:4]([C:15]([C:18]3[CH:23]=[CH:22][CH:21]=[CH:20][N:19]=3)=[N:16][N:17]=2)[CH:5]=[C:6]([C:8]([O:10][C:11]([CH3:14])([CH3:13])[CH3:12])=[O:9])[CH:7]=1.[F:24][C:25]1[CH:30]=[CH:29][C:28](B(O)O)=[CH:27][CH:26]=1.C1(P(C2CCCCC2)C2C=CC=CC=2C2C(C(C)C)=CC(C(C)C)=CC=2C(C)C)CCCCC1.[O-]P([O-])([O-])=O.[K+].[K+].[K+]>C1(C)C=CC=CC=1.C([O-])(=O)C.[Pd+2].C([O-])(=O)C>[F:24][C:25]1[CH:30]=[CH:29][C:28]([C:2]2[C:3]3[N:4]([C:15]([C:18]4[CH:23]=[CH:22][CH:21]=[CH:20][N:19]=4)=[N:16][N:17]=3)[CH:5]=[C:6]([C:8]([O:10][C:11]([CH3:14])([CH3:13])[CH3:12])=[O:9])[CH:7]=2)=[CH:27][CH:26]=1 |f:3.4.5.6,8.9.10|. Procedure details: To a solution of tert-butyl 8-chloro-3-pyridin-2-yl[1,2,4]triazolo[4,3-a]pyridine-6-carboxylate (0.5 g, 1.51 mmol) in toluene (12 mL) were added (4-fluorophenyl)boronic acid (0.32 g, 2.27 mmol), 2-dicyclohexylphosphino-2′,4′,6′-triisopropylbiphenyl (72.1 mg, 0.15 mmol), palladium(II) acetate (33.9 mg, 0.15 mmol) and potassium phosphate tribasic (0.96 g, 4.53 mmol). The mixture was heated to 110° C. After 2 h, the mixture was cooled to ambient temperature, filtered with Celite and the filtrate wa... Reactants: CCCCCCCCCCCC(=O)Cl, [Li]CCCC, C1CCOC1, OC1CC(c2ccccc2)NC(c2ccccc2)C1. The product is CCCCCCCCCCCC(=O)OC1CC(c2ccccc2)NC(c2ccccc2)C1. As a reaction SMILES: [C:25]([CH2:26][CH2:27][CH2:28][CH2:29][CH2:30][CH2:31][CH2:32][CH2:33][CH2:34][CH2:35][CH3:36])(=[O:37])[Cl:38].[CH2:20]([Li:21])[CH2:22][CH2:23][CH3:24].[O:39]1[CH2:40][CH2:41][CH2:42][CH2:43]1.[c:1]1([CH:7]2[NH:8][CH:9]([c:14]3[cH:15][cH:16][cH:17][cH:18][cH:19]3)[CH2:10][CH:11]([OH:13])[CH2:12]2)[cH:2][cH:3][cH:4][cH:5][cH:6]1>>[c:1]1([CH:7]2[NH:8][CH:9]([c:14]3[cH:15][cH:16][cH:17][cH:18][cH:19]3)[CH2:10][CH:11]([O:13][C:25]([CH2:26][CH2:27][CH2:28][CH2:29][CH2:30][CH2:31][CH2:32][CH2:33][CH2:34][CH2:35][CH3:36])=[O:37])[CH2:12]2)[cH:2][cH:3][cH:4][cH:5][cH:6]1. Reactants: COC1=C(C=CC(=C1[N+](=O)[O-])OC)I (2,4-dimethoxy-3-nitro-iodobenzene), C(#C)C=1C=NN(C1)C (4-ethynyl-1-methyl-1H-pyrazole), C(C)#N (acetonitrile). Reagents/catalysts: Cl[Pd]([P](C1=CC=CC=C1)(C2=CC=CC=C2)C3=CC=CC=C3)([P](C4=CC=CC=C4)(C5=CC=CC=C5)C6=CC=CC=C6)Cl (dichlorobis(triphenylphosphine)palladium), [Cu]I (copper (I) iodide). Solvent: C(C)N(CC)CC (triethylamine). Run at time 1 hour. Product: COC1=C(C=CC(=C1[N+](=O)[O-])OC)C#CC=1C=NN(C1)C (4-(2,4-Dimethoxy-3-nitro-phenylethynyl)-1-methyl-1H-pyrazole). The yield is 71.0%. Reaction SMILES: [CH3:1][O:2][C:3]1[C:8]([N+:9]([O-:11])=[O:10])=[C:7]([O:12][CH3:13])[CH:6]=[CH:5][C:4]=1I.[C:15]([C:17]1[CH:18]=[N:19][N:20]([CH3:22])[CH:21]=1)#[CH:16].C(#N)C>Cl[Pd](Cl)([P](C1C=CC=CC=1)(C1C=CC=CC=1)C1C=CC=CC=1)[P](C1C=CC=CC=1)(C1C=CC=CC=1)C1C=CC=CC=1.[Cu]I.C(N(CC)CC)C>[CH3:1][O:2][C:3]1[C:8]([N+:9]([O-:11])=[O:10])=[C:7]([O:12][CH3:13])[CH:6]=[CH:5][C:4]=1[C:16]#[C:15][C:17]1[CH:18]=[N:19][N:20]([CH3:22])[CH:21]=1 |^1:28,47|. Procedure details: To a mixture of 2,4-dimethoxy-3-nitro-iodobenzene (0.95 mmol), 0.122 g (1.15 mmol) of 4-ethynyl-1-methyl-1H-pyrazole, 0.028 g (0.04 mmol) of dichlorobis(triphenylphosphine)palladium (II) and 8 mg (0.042 mmol) of copper (I) iodide 4 mL of anhydrous acetonitrile and 2 mL of triethylamine were added under nitrogen atmosphere at room temperature. The resulting mixture was stirred for 1 hour, when TLC indicated a consumption of the iodobenzene. The solvent was evaporated under reduced pressure and th... Reactants: CC(=O)[O-], CC(=O)[O-], CCO, C=CCOc1cccc2c1c1ccccc1n2Cc1ccc(OCc2nc(-c3ccccc3)oc2C)c(OC)c1, O=CO, C1CCOC1, [Pd+2], c1ccc(P(c2ccccc2)c2ccccc2)cc1. The product is COc1cc(Cn2c3ccccc3c3c(O)cccc32)ccc1OCc1nc(-c2ccccc2)oc1C. Reaction SMILES: [C:68]([O-:69])(=[O:70])[CH3:71].[C:73]([O-:74])(=[O:75])[CH3:76].[CH2:41]([OH:42])[CH3:43].[CH3:1][c:2]1[c:3]([CH2:13][O:14][c:15]2[c:16]([O:39][CH3:40])[cH:17][c:18]([CH2:19][n:20]3[c:21]4[cH:22][cH:23][cH:24][cH:25][c:26]4[c:27]4[c:28]([O:33][CH2:34][CH:35]=[CH2:36])[cH:29][cH:30][cH:31][c:32]34)[cH:37][cH:38]2)[n:4][c:5](-[c:7]2[cH:8][cH:9][cH:10][cH:11][cH:12]2)[o:6]1.[CH:77]([OH:78])=[O:79].[O:44]1[CH2:45][CH2:46][CH2:47][CH2:48]1.[Pd+2:72].[c:49]1([P:50]([c:51]2[cH:52][cH:53][cH:54][cH:55][cH:56]2)[c:57]2[cH:58][cH:59][cH:60][cH:61][cH:62]2)[cH:63][cH:64][cH:65][cH:66][cH:67]1>>[CH3:1][c:2]1[c:3]([CH2:13][O:14][c:15]2[c:16]([O:39][CH3:40])[cH:17][c:18]([CH2:19][n:20]3[c:21]4[cH:22][cH:23][cH:24][cH:25][c:26]4[c:27]4[c:28]([OH:33])[cH:29][cH:30][cH:31][c:32]34)[cH:37][cH:38]2)[n:4][c:5](-[c:7]2[cH:8][cH:9][cH:10][cH:11][cH:12]2)[o:6]1. Starting materials: CCCSc1c(C(=O)N2CCC(c3ccccc3C(F)(F)F)C2)cnn1-c1ccc(C(=O)OC)cc1, CO, [Na+], [OH-]. The product is CCCSc1c(C(=O)N2CCC(c3ccccc3C(F)(F)F)C2)cnn1-c1ccc(C(=O)O)cc1. As a reaction SMILES: [CH2:1]([CH2:2][CH3:3])[S:4][c:5]1[c:6]([C:20](=[O:21])[N:22]2[CH2:23][CH:24]([c:27]3[c:28]([C:33]([F:34])([F:35])[F:36])[cH:29][cH:30][cH:31][cH:32]3)[CH2:25][CH2:26]2)[cH:7][n:8][n:9]1-[c:10]1[cH:11][cH:12][c:13]([C:14](=[O:15])[O:16][CH3:17])[cH:18][cH:19]1.[CH3:39][OH:40].[Na+:38].[OH-:37]>>[CH2:1]([CH2:2][CH3:3])[S:4][c:5]1[c:6]([C:20](=[O:21])[N:22]2[CH2:23][CH:24]([c:27]3[c:28]([C:33]([F:34])([F:35])[F:36])[cH:29][cH:30][cH:31][cH:32]3)[CH2:25][CH2:26]2)[cH:7][n:8][n:9]1-[c:10]1[cH:11][cH:12][c:13]([C:14](=[O:15])[OH:16])[cH:18][cH:19]1. The reactants are C(C)(C)(C)C=1NC(=C([N+]1[O-])C1=CC=C(C=C1)OC)C=1C=NC=CC1 (2-tert.butyl-4-(p-methoxyphenyl)-5(3-pyridyl)-imidazole-3-oxide), N(O)=C(C1=CC=C(C=C1)OC)C(=O)C=1C=NC=CC1 ((α-hydroximino-p-methoxy-benzyl)-(3-pyridyl)-ketone). Product: C(C)(C)(C)C=1NC(=C([N+]1[O-])C1=CC=CC=C1)C=1C=NC=CC1 (2-tert.butyl-4-phenyl-5-(3-pyridyl)-imidazole-3-oxide). As a reaction SMILES: [C:1]([C:5]1[NH:6][C:7]([C:19]2[CH:20]=[N:21][CH:22]=[CH:23][CH:24]=2)=[C:8]([C:11]2[CH:16]=[CH:15][C:14](OC)=[CH:13][CH:12]=2)[N+:9]=1[O-:10])([CH3:4])([CH3:3])[CH3:2].N(=C(C(C1C=NC=CC=1)=O)C1C=CC(OC)=CC=1)O>>[C:1]([C:5]1[NH:6][C:7]([C:19]2[CH:20]=[N:21][CH:22]=[CH:23][CH:24]=2)=[C:8]([C:11]2[CH:16]=[CH:15][CH:14]=[CH:13][CH:12]=2)[N+:9]=1[O-:10])([CH3:4])([CH3:2])[CH3:3]. Procedure details: 2-tert.butyl-4-(p-methoxyphenyl)-5(3-pyridyl)-imidazole-3-oxide (m.p. 245° - 247°C), starting from 12.8 g of (α-hydroximino-p-methoxy-benzyl)-(3-pyridyl)-ketone.